From a dataset of the Open Reaction Database (ORD), a public repository of structured organic reaction records. describe an organic reaction: reactants, conditions, products, and yield Starting materials: N#CCBr, C1CCOC1, N#CCS(=O)(=O)c1ccc(Cl)cc1, [H-], [Na+]. Product: N#CCC(C#N)S(=O)(=O)c1ccc(Cl)cc1. As a reaction SMILES: [Br:16][CH2:17][C:18]#[N:19].[CH2:20]1[O:21][CH2:22][CH2:23][CH2:24]1.[Cl:3][c:4]1[cH:5][cH:6][c:7]([S:10](=[O:11])(=[O:12])[CH2:13][C:14]#[N:15])[cH:8][cH:9]1.[H-:1].[Na+:2]>>[Cl:3][c:4]1[cH:5][cH:6][c:7]([S:10](=[O:11])(=[O:12])[CH:13]([C:14]#[N:15])[CH2:17][C:18]#[N:19])[cH:8][cH:9]1.